From a dataset of the Open Reaction Database (ORD), a public repository of structured organic reaction records. describe an organic reaction: reactants, conditions, products, and yield The reactants are O (water), BrC=1C=C(C(=NC1)C(CNC(C1=C(C=CC=C1)C(F)(F)F)=O)=NO)Cl (N-[2-(5-bromo-3-chloropyridin-2-yl)-2-(hydroxyimino)ethyl]-2-(trifluoromethyl)benzamide), C([O-])([O-])=O.[K+].[K+] (potassium carbonate), IC(C)C (2-iodopropane). Solvent: CN(C=O)C (N,N-dimethylformamide). Reaction conditions: time 13 hour. Product: BrC=1C=C(C(=NC1)C(CNC(C1=C(C=CC=C1)C(F)(F)F)=O)=NOC(C)C)Cl (N-[2-(5-bromo-3-chloropyridin-2-yl)-2-(isopropoxyimino)ethyl]-2-(trifluoromethyl)benzamide). Isolated yield 63.8%. As a reaction SMILES: [Br:1][C:2]1[CH:3]=[C:4]([Cl:25])[C:5]([C:8](=[N:23][OH:24])[CH2:9][NH:10][C:11](=[O:22])[C:12]2[CH:17]=[CH:16][CH:15]=[CH:14][C:13]=2[C:18]([F:21])([F:20])[F:19])=[N:6][CH:7]=1.C(=O)([O-])[O-].[K+].[K+].I[CH:33]([CH3:35])[CH3:34].O>CN(C)C=O>[Br:1][C:2]1[CH:3]=[C:4]([Cl:25])[C:5]([C:8](=[N:23][O:24][CH:33]([CH3:35])[CH3:34])[CH2:9][NH:10][C:11](=[O:22])[C:12]2[CH:17]=[CH:16][CH:15]=[CH:14][C:13]=2[C:18]([F:19])([F:21])[F:20])=[N:6][CH:7]=1 |f:1.2.3|. Procedure details: To a suspension of 1.80 g of the N-[2-(5-bromo-3-chloropyridin-2-yl)-2-(hydroxyimino)ethyl]-2-(trifluoromethyl)benzamide prepared in Step 3 in Synthetic Example 20 and 0.86 g of potassium carbonate in 10 ml of N,N-dimethylformamide, 1.30 g of 2-iodopropane was added, and the mixture was stirred at room temperature for 13 hours. After completion of the reaction, the reaction mixture was mixed with 100 ml of water and extracted with ethyl acetate (50 ml×2), the resulting organic layers were combin... The reactants are S(=O)(Cl)Cl (Thionyl chloride), ClC=1C(=CC(=C(C1)CO)[C@@H]1O[C@@H]([C@H]([C@@H]([C@H]1OCC1=CC=CC=C1)OCC1=CC=CC=C1)OCC1=CC=CC=C1)COCC1=CC=CC=C1)CC1=CC=C(C=C1)OCC ((5-chloro-4-(4-ethoxybenzyl)-2-((2S,3S,4R,5R,6R)-3,4,5-tris(benzyloxy)-6-(benzyloxymethyl)tetrahydro-2H-pyran-2-yl)phenyl)methanol), C(Cl)Cl (methylene chloride). Reaction conditions: time 2 hour. The product is C(C1=CC=CC=C1)O[C@@H]1[C@H](O[C@H]([C@@H]([C@H]1OCC1=CC=CC=C1)OCC1=CC=CC=C1)C1=C(C=C(C(=C1)CC1=CC=C(C=C1)OCC)Cl)CCl)COCC1=CC=CC=C1 ((2R,3R,4R,5S,6S)-3,4,5-tris(benzyloxy)-2-(benzyloxymethyl)-6-(4-chloro-2-(chloromethyl)-5-(4-ethoxybenzyl)phenyl)tetrahydro-2H-pyran). Reaction SMILES: S(Cl)(Cl)=O.[Cl:5][C:6]1[C:7]([CH2:53][C:54]2[CH:59]=[CH:58][C:57]([O:60][CH2:61][CH3:62])=[CH:56][CH:55]=2)=[CH:8][C:9]([C@H:14]2[C@H:19]([O:20][CH2:21][C:22]3[CH:27]=[CH:26][CH:25]=[CH:24][CH:23]=3)[C@@H:18]([O:28][CH2:29][C:30]3[CH:35]=[CH:34][CH:33]=[CH:32][CH:31]=3)[C@H:17]([O:36][CH2:37][C:38]3[CH:43]=[CH:42][CH:41]=[CH:40][CH:39]=3)[C@@H:16]([CH2:44][O:45][CH2:46][C:47]3[CH:52]=[CH:51][CH:50]=[CH:49][CH:48]=3)[O:15]2)=[C:10](CO)[CH:11]=1.[CH2:63]([Cl:65])Cl>>[CH2:37]([O:36][C@H:17]1[C@H:18]([O:28][CH2:29][C:30]2[CH:31]=[CH:32][CH:33]=[CH:34][CH:35]=2)[C@@H:19]([O:20][CH2:21][C:22]2[CH:27]=[CH:26][CH:25]=[CH:24][CH:23]=2)[C@H:14]([C:9]2[CH:8]=[C:7]([CH2:53][C:54]3[CH:55]=[CH:56][C:57]([O:60][CH2:61][CH3:62])=[CH:58][CH:59]=3)[C:6]([Cl:5])=[CH:11][C:10]=2[CH2:63][Cl:65])[O:15][C@@H:16]1[CH2:44][O:45][CH2:46][C:47]1[CH:48]=[CH:49][CH:50]=[CH:51][CH:52]=1)[C:38]1[CH:43]=[CH:42][CH:41]=[CH:40][CH:39]=1. Procedure: Thionyl chloride (0.1 mL) was added dropwise into a solution of (5-chloro-4-(4-ethoxybenzyl)-2-((2S,3S,4R,5R,6R)-3,4,5-tris(benzyloxy)-6-(benzyloxymethyl)tetrahydro-2H-pyran-2-yl)phenyl)methanol (100 mg, 0.13 mmol) in methylene chloride (2 mL) at 0° C., and the mixture was allowed to stir for 2 hours at RT. The reaction mixture was evaporated to dryness, and the residual oil was used for the next step without further purification. Starting materials: CO, CN, COc1cc(Cl)c([N+](=O)[O-])cc1C(=O)O, Cl, [Na+], [OH-]. Yields the product CNc1cc(OC)c(C(=O)O)cc1[N+](=O)[O-]. Reaction SMILES: [CH3:19][OH:20].[CH3:21][NH2:22].[Cl:1][c:2]1[cH:3][c:4]([O:14][CH3:15])[c:5]([C:6](=[O:7])[OH:8])[cH:9][c:10]1[N+:11](=[O:12])[O-:13].[ClH:18].[Na+:17].[OH-:16]>>[c:2]1([NH:22][CH3:21])[cH:3][c:4]([O:14][CH3:15])[c:5]([C:6](=[O:7])[OH:8])[cH:9][c:10]1[N+:11](=[O:12])[O-:13]. Reaction SMILES: [CH2:1]([N:3]([CH2:34][CH3:35])[C:4]([C:6]1[CH:11]=[CH:10][C:9]([CH:12]([N:21]2[CH2:26][CH2:25][N:24]([CH2:27][C:28]3[CH:33]=[CH:32][CH:31]=[CH:30][CH:29]=3)[CH2:23][CH2:22]2)[C:13]2[CH:14]=[C:15]([CH:18]=[CH:19][CH:20]=2)[C:16]#[N:17])=[CH:8][CH:7]=1)=[O:5])[CH3:2].[OH-:36].[K+]>C(O)(C)(C)C.ClCCl>[CH2:34]([N:3]([CH2:1][CH3:2])[C:4]([C:6]1[CH:7]=[CH:8][C:9]([CH:12]([N:21]2[CH2:22][CH2:23][N:24]([CH2:27][C:28]3[CH:33]=[CH:32][CH:31]=[CH:30][CH:29]=3)[CH2:25][CH2:26]2)[C:13]2[CH:14]=[C:15]([CH:18]=[CH:19][CH:20]=2)[C:16]([NH2:17])=[O:36])=[CH:10][CH:11]=1)=[O:5])[CH3:35] |f:1.2|. Run in C(C)(C)(C)O (tert-butanol), ClCCl (dichloromethane). Starting materials: C(C)N(C(=O)C1=CC=C(C=C1)C(C=1C=C(C#N)C=CC1)N1CCN(CC1)CC1=CC=CC=C1)CC (3-[(4-[(diethylamino)carbonyl]phenyl)(4-benzyl-piperazin-1-yl)methyl]benzonitrile), [OH-].[K+] (potassium hydroxide). Product: C(C)N(C(=O)C1=CC=C(C=C1)C(C=1C=C(C(=O)N)C=CC1)N1CCN(CC1)CC1=CC=CC=C1)CC (3-[(4-[(diethylamino)carbonyl]phenyl)(4-benzyl-piperazin-1-yl)methyl]benzamide). Isolated yield 84.2%. Procedure details: To a solution of INTERMEDIATE 4a (428 mg) in tert-butanol (10 mL) was added crushed potassium hydroxide (129 mg, 2.5 eq) and the reaction was heated to reflux. After 90 minutes the reaction was cooled and diluted with dichloromethane (40 mL). The reaction was washed with water (30 mL) and the organic layer separated. The aqueous layer was neutralized with 2 N hydrochloric acid and washed with dichloromethane (2×25 mL). The combined organic extracts were dried (MgSO4), filtered and concentrated. ... Reactants: [Br-], CCCOCCl, CCCC[N+](CCCC)(CCCC)CCCC, COc1ccc(-c2nc(-c3ccc[nH]3)sc2-c2ccc(OC)cc2)cc1, [Na+], [OH-], O, c1ccccc1. Product: CCCOCn1cccc1-c1nc(-c2ccc(OC)cc2)c(-c2ccc(OC)cc2)s1. As a reaction SMILES: [Br-:35].[CH2:1]([CH2:2][CH3:3])[O:4][CH2:5][Cl:6].[CH2:36]([N+:37]([CH2:38][CH2:39][CH2:40][CH3:41])([CH2:42][CH2:43][CH2:44][CH3:45])[CH2:46][CH2:47][CH2:48][CH3:49])[CH2:50][CH2:51][CH3:52].[CH3:9][O:10][c:11]1[cH:12][cH:13][c:14](-[c:17]2[n:18][c:19](-[c:30]3[nH:31][cH:32][cH:33][cH:34]3)[s:20][c:21]2-[c:22]2[cH:23][cH:24][c:25]([O:28][CH3:29])[cH:26][cH:27]2)[cH:15][cH:16]1.[Na+:8].[OH-:7].[OH2:59].[cH:53]1[cH:54][cH:55][cH:56][cH:57][cH:58]1>>[CH2:1]([CH2:2][CH3:3])[O:4][CH2:5][n:31]1[c:30](-[c:19]2[n:18][c:17](-[c:14]3[cH:13][cH:12][c:11]([O:10][CH3:9])[cH:16][cH:15]3)[c:21](-[c:22]3[cH:23][cH:24][c:25]([O:28][CH3:29])[cH:26][cH:27]3)[s:20]2)[cH:34][cH:33][cH:32]1. Reactants: CC#N, C1CN2CCN1CC2, COc1nc(C)nc(N)n1, O=C=NS(=O)(=O)c1ccccc1-c1ccccc1, Cc1ccccc1C. Yields the product COc1nc(C)nc(NC(=O)NS(=O)(=O)c2ccccc2-c2ccccc2)n1. RXN SMILES: [CH3:37][C:38]#[N:39].[N:11]12[CH2:12][CH2:13][N:14]([CH2:15][CH2:16]1)[CH2:17][CH2:18]2.[NH2:1][c:2]1[n:3][c:4]([CH3:10])[n:5][c:6]([O:8][CH3:9])[n:7]1.[c:19]1(-[c:31]2[cH:32][cH:33][cH:34][cH:35][cH:36]2)[c:20]([S:25](=[O:26])(=[O:27])[N:28]=[C:29]=[O:30])[cH:21][cH:22][cH:23][cH:24]1.[c:40]1([CH3:41])[c:42]([CH3:43])[cH:44][cH:45][cH:46][cH:47]1>>[NH:1]([c:2]1[n:3][c:4]([CH3:10])[n:5][c:6]([O:8][CH3:9])[n:7]1)[C:29]([NH:28][S:25]([c:20]1[c:19](-[c:31]2[cH:32][cH:33][cH:34][cH:35][cH:36]2)[cH:24][cH:23][cH:22][cH:21]1)(=[O:26])=[O:27])=[O:30]. Starting materials: C(N)(=S)C1=CC=C(C(=O)O)C=C1 (4-thiocarbamoylbenzoic acid), C(=O)(O)C1=CC=C(C=C1)C=1SC(=C(N1)C)C(=O)OCC (ethyl 2-(4-carboxyphenyl)-4-methyl-5-thiazolecarboxylate), Example 13. The product is C(=O)(O)C1=CC=C(C=C1)C=1SC(=C(N1)C)C(=O)O (2-(4-Carboxyphenyl)-4-methyl-5-thiazolecarboxylic acid). RXN SMILES: C(C1C=CC(C(O)=O)=CC=1)(=S)N.[C:13]([C:16]1[CH:21]=[CH:20][C:19]([C:22]2[S:23][C:24]([C:28]([O:30]CC)=[O:29])=[C:25]([CH3:27])[N:26]=2)=[CH:18][CH:17]=1)([OH:15])=[O:14]>>[C:13]([C:16]1[CH:17]=[CH:18][C:19]([C:22]2[S:23][C:24]([C:28]([OH:30])=[O:29])=[C:25]([CH3:27])[N:26]=2)=[CH:20][CH:21]=1)([OH:15])=[O:14]. Reported procedure: 2-(4-Carboxyphenyl)-4-methyl-5-thiazolecarboxylic acid was prepared from 4-thiocarbamoylbenzoic acid through an ethyl 2-(4-carboxyphenyl)-4-methyl-5-thiazolecarboxylate in the same manner as that of Example 13 (yield: 49%).